Dataset: the Open Reaction Database (ORD), a public repository of structured organic reaction records. Task: describe an organic reaction: reactants, conditions, products, and yield The reactants are ClC=1C=CC2=C(C(=[N+](CC3N2C(=NC3)C)[O-])C3=C(C=CC=C3)F)C1 (8-Chloro-6-(2-fluorophenyl)-3a,4-dihydro-1-methyl-3H-imidazo[1,5-a][1,4]benzodiazepine-5-oxide), [OH-].[NH4+] (ammonium hydroxide), C[N+](C)(C)[O-] (trimethylamine-N-oxide), C[N+](C)(C)[O-] (trimethylamine-N-oxide). Reagents/catalysts: [Ru](=O)(=O)(=O)[O-].C(CC)[N+](CCC)(CCC)CCC (Tetra-n-propylammonium perruthenate), [Ru](=O)(=O)(=O)[O-].C(CC)[N+](CCC)(CCC)CCC (Tetra-n-propylammonium perruthenate). Run in C(Cl)Cl (methylene chloride). The product is ClC=1C=CC2=C(C(=[N+](CC=3N2C(=NC3)C)[O-])C3=C(C=CC=C3)F)C1 (8-Chloro-6-(2-fluorophenyl)-1-methyl-4H-imidazo[1,5-a][1,4]benzodiazepine-5-oxide). RXN SMILES: [Cl:1][C:2]1[CH:3]=[CH:4][C:5]2[N:11]3[C:12]([CH3:15])=[N:13][CH2:14][CH:10]3[CH2:9][N+:8]([O-:16])=[C:7]([C:17]3[CH:22]=[CH:21][CH:20]=[CH:19][C:18]=3[F:23])[C:6]=2[CH:24]=1.[OH-].[NH4+].C[N+]([O-])(C)C>[Ru]([O-])(=O)(=O)=O.C([N+](CCC)(CCC)CCC)CC.C(Cl)Cl>[Cl:1][C:2]1[CH:3]=[CH:4][C:5]2[N:11]3[C:12]([CH3:15])=[N:13][CH:14]=[C:10]3[CH2:9][N+:8]([O-:16])=[C:7]([C:17]3[CH:22]=[CH:21][CH:20]=[CH:19][C:18]=3[F:23])[C:6]=2[CH:24]=1 |f:1.2,4.5|. Procedure: 8-Chloro-6-(2-fluorophenyl)-3a,4-dihydro-1-methyl-3H-imidazo[1,5-a][1,4]benzodiazepine-5-oxide (IX, EXAMPLE 7, 20.00 g, 46 mmol) is partitioned between ammonium hydroxide (10%, 100 ml) and methylene chloride (100 ml). The layers are separated and the aqueous phase is extracted with additional methylene chloride (2×50 ml). The combined organic extracts are concentrated to dryness and the solids are redissolved in acetonitrile (200 ml). To this mixture is added powdered molecular sieves (20 g) and... Reactants: [BH4-], CCO, CCOC(C)=O, O=C1CCCc2sc(CN3CCN(S(=O)(=O)c4cc5ccc(Cl)cc5s4)CC3=O)nc21, [Na+]. The product is O=C1CN(S(=O)(=O)c2cc3ccc(Cl)cc3s2)CCN1Cc1nc2c(s1)CCCC2O. As a reaction SMILES: [BH4-:32].[CH3:34][CH2:35][OH:36].[CH3:37][CH2:38][O:39][C:40]([CH3:41])=[O:42].[Cl:1][c:2]1[cH:3][cH:4][c:5]2[c:6]([s:7][c:8]([S:10](=[O:11])(=[O:12])[N:13]3[CH2:14][C:15](=[O:30])[N:16]([CH2:19][c:20]4[s:21][c:22]5[c:23]([n:24]4)[C:25](=[O:29])[CH2:26][CH2:27][CH2:28]5)[CH2:17][CH2:18]3)[cH:9]2)[cH:31]1.[Na+:33]>>[Cl:1][c:2]1[cH:3][cH:4][c:5]2[c:6]([s:7][c:8]([S:10](=[O:11])(=[O:12])[N:13]3[CH2:14][C:15](=[O:30])[N:16]([CH2:19][c:20]4[s:21][c:22]5[c:23]([n:24]4)[CH:25]([OH:29])[CH2:26][CH2:27][CH2:28]5)[CH2:17][CH2:18]3)[cH:9]2)[cH:31]1. RXN SMILES: Br[CH2:2][CH2:3][CH2:4][C:5]1[CH:10]=[CH:9][CH:8]=[CH:7][CH:6]=1.[Cl:11][C:12]1[CH:13]=[N:14][CH:15]=[C:16]([Cl:33])[C:17]=1[NH:18][C:19]1[C:28]2[C:23](=[C:24]([OH:31])[C:25]([O:29][CH3:30])=[CH:26][CH:27]=2)[O:22][C:21](=[O:32])[CH:20]=1>>[Cl:11][C:12]1[CH:13]=[N:14][CH:15]=[C:16]([Cl:33])[C:17]=1[NH:18][C:19]1[C:28]2[C:23](=[C:24]([O:31][CH2:2][CH2:3][CH2:4][C:5]3[CH:10]=[CH:9][CH:8]=[CH:7][CH:6]=3)[C:25]([O:29][CH3:30])=[CH:26][CH:27]=2)[O:22][C:21](=[O:32])[CH:20]=1. Procedure: The title compound was prepared from (3-bromopropyl)benzene and 4-(3,5-dichloropyridin-4-ylamino)-8-hydroxy-7-methoxy-2H-chromen-2-one (Example 29) following the procedure outlined in Example 25. 1H NMR (400 MHz, CDCl3): δ 8.61 (s, 2H), 7.39 (d, 1H), 7.35-7.15 (m, 5H), 6.97 (d, 1H), 6.54 (s, 1H), 5.14 (s, 1H), 4.19 (t, 2H), 3.98 (s, 3H), 2.91 (t, 2H), 2.15 (m, 2H); MS (ESI): 470.9. Yields the product ClC=1C=NC=C(C1NC1=CC(OC2=C(C(=CC=C12)OC)OCCCC1=CC=CC=C1)=O)Cl (4-(3,5-Dichloropyridin-4-ylamino)-7-methoxy-8-(3-phenylpropoxy)-2H-chromen-2-one). The reactants are BrCCCC1=CC=CC=C1 ((3-bromopropyl)benzene), ClC=1C=NC=C(C1NC1=CC(OC2=C(C(=CC=C12)OC)O)=O)Cl (4-(3,5-dichloropyridin-4-ylamino)-8-hydroxy-7-methoxy-2H-chromen-2-one). Starting materials: CCOC(C)=O, CCCN(CCc1cccs1)C1CCc2cccc(OC)c2C1, CCN(C)C, CCCCCC. The product is CCCN(CCc1cccs1)C1CCc2cccc(O)c2C1. As a reaction SMILES: [C:29]([O:30][CH2:31][CH3:32])(=[O:33])[CH3:34].[CH3:1][O:2][c:3]1[cH:4][cH:5][cH:6][c:7]2[c:12]1[CH2:11][CH:10]([N:13]([CH2:14][CH2:15][c:16]1[s:17][cH:18][cH:19][cH:20]1)[CH2:21][CH2:22][CH3:23])[CH2:9][CH2:8]2.[CH3:24][N:25]([CH3:26])[CH2:27][CH3:28].[CH3:35][CH2:36][CH2:37][CH2:38][CH2:39][CH3:40]>>[OH:2][c:3]1[cH:4][cH:5][cH:6][c:7]2[c:12]1[CH2:11][CH:10]([N:13]([CH2:14][CH2:15][c:16]1[s:17][cH:18][cH:19][cH:20]1)[CH2:21][CH2:22][CH3:23])[CH2:9][CH2:8]2. Starting materials: CCN(C(C)C)C(C)C (DIPEA), CN(C)C(=[N+](C)C)ON1C2=C(C=CC=C2)N=N1.[B-](F)(F)(F)F (TBTU), CC(C)(C)[Si](OC[C@H](CC(=O)O)NC(=O)OCC1=CC=CC=C1)(C1=CC=CC=C1)C1=CC=CC=C1 ((3S)-4-{[(1,1-Dimethylethyl)(diphenyl)silyl]oxy}-3-({[(phenylmethyl)oxy]carbonyl}amino)butanoic acid), CO (MeOH). Run in CN(C)C=O (DMF), [Cl-].[Na+].O (brine). Reaction conditions: time 20 minute. Yields the product CC(C)(C)[Si](OC[C@H](CC(=O)OC)NC(=O)OCC1=CC=CC=C1)(C1=CC=CC=C1)C1=CC=CC=C1 (Methyl (3S)-4-{[(1,1-dimethylethyl)(diphenyl)silyl]oxy}-3-({[(phenylmethyl)oxy]carbonyl}amino)butanoate). Isolated yield 90.1%. RXN SMILES: [CH3:1]CN(C(C)C)C(C)C.CN(C(ON1N=NC2C=CC=CC1=2)=[N+](C)C)C.[B-](F)(F)(F)F.CO.[CH3:34][C:35]([Si:38]([C:63]1[CH:68]=[CH:67][CH:66]=[CH:65][CH:64]=1)([C:57]1[CH:62]=[CH:61][CH:60]=[CH:59][CH:58]=1)[O:39][CH2:40][C@@H:41]([NH:46][C:47]([O:49][CH2:50][C:51]1[CH:56]=[CH:55][CH:54]=[CH:53][CH:52]=1)=[O:48])[CH2:42][C:43]([OH:45])=[O:44])([CH3:37])[CH3:36]>CN(C=O)C.[Cl-].[Na+].O>[CH3:37][C:35]([Si:38]([C:57]1[CH:62]=[CH:61][CH:60]=[CH:59][CH:58]=1)([C:63]1[CH:68]=[CH:67][CH:66]=[CH:65][CH:64]=1)[O:39][CH2:40][C@@H:41]([NH:46][C:47]([O:49][CH2:50][C:51]1[CH:52]=[CH:53][CH:54]=[CH:55][CH:56]=1)=[O:48])[CH2:42][C:43]([O:45][CH3:1])=[O:44])([CH3:34])[CH3:36] |f:1.2,6.7.8|. Procedure: In a 1000 ml round-bottomed flask (3S)-4-{[(1,1-dimethylethyl)(diphenyl)silyl]oxy}-3-({[(phenylmethyl)oxy]carbonyl}amino)butanoic acid D2 (15 g) was dissolved in DMF (200 ml). To this solution DIPEA (28.8 ml, 165 mmol) and TBTU (11.46 g, 35.7 mmol) were added and the solution left under stirring at room temperature for 20 minutes. After this time to the brown solution MeOH (11 ml) was added and the mixture left under stirring at room temperature for 30 minutes. The reaction mixture was transferr... As a reaction SMILES: [CH3:1][O:2][C:3]([C:4]([c:5]1[cH:6][cH:7][c:8]([O:11][CH2:12][C:13]#[C:14][c:15]2[c:16]([CH2:22][O:23][C:24]([C:25]([CH2:26][CH3:27])([CH3:28])[CH3:29])=[O:30])[cH:17][cH:18][cH:19][c:20]2[CH3:21])[cH:9][cH:10]1)=[O:31])=[O:32].[CH3:35][OH:36].[Na+:34].[OH-:33]>>[O:2]=[C:3]([C:4]([c:5]1[cH:6][cH:7][c:8]([O:11][CH2:12][C:13]#[C:14][c:15]2[c:16]([CH2:22][O:23][C:24]([C:25]([CH2:26][CH3:27])([CH3:28])[CH3:29])=[O:30])[cH:17][cH:18][cH:19][c:20]2[CH3:21])[cH:9][cH:10]1)=[O:31])[OH:32]. Product: CCC(C)(C)C(=O)OCc1cccc(C)c1C#CCOc1ccc(C(=O)C(=O)O)cc1. Starting materials: CCC(C)(C)C(=O)OCc1cccc(C)c1C#CCOc1ccc(C(=O)C(=O)OC)cc1, CO, [Na+], [OH-]. Starting materials: C(=O)(OCC)C=1OC2=C(C(C1)=O)C=CC=C2COC2=CC=C(C=C2)OCC2=NC1=CC=CC=C1C=C2 (2-carboethoxy-8-(4-(quinoline-2-ylmethoxy)phenoxymethyl)-4-oxo-4H-1-benzopyran), C([O-])(O)=O.[Na+] (sodium bicarbonate). The solvent is O (water), C(C)O (ethanol). The product is C(=O)(O)C=1OC2=C(C(C1)=O)C=CC=C2COC2=CC=C(C=C2)OCC2=NC1=CC=CC=C1C=C2 (2-carboxy-8-(4- (quinolin-2-ylmethoxy)phenoxymethyl)-4-oxo-4H-1-benzopyran). The yield is 61.7%. RXN SMILES: [C:1]([C:6]1[O:7][C:8]2[C:16]([CH2:17][O:18][C:19]3[CH:24]=[CH:23][C:22]([O:25][CH2:26][C:27]4[CH:36]=[CH:35][C:34]5[C:29](=[CH:30][CH:31]=[CH:32][CH:33]=5)[N:28]=4)=[CH:21][CH:20]=3)=[CH:15][CH:14]=[CH:13][C:9]=2[C:10](=[O:12])[CH:11]=1)([O:3]CC)=[O:2].C(=O)(O)[O-].[Na+]>C(O)C.O>[C:1]([C:6]1[O:7][C:8]2[C:16]([CH2:17][O:18][C:19]3[CH:20]=[CH:21][C:22]([O:25][CH2:26][C:27]4[CH:36]=[CH:35][C:34]5[C:29](=[CH:30][CH:31]=[CH:32][CH:33]=5)[N:28]=4)=[CH:23][CH:24]=3)=[CH:15][CH:14]=[CH:13][C:9]=2[C:10](=[O:12])[CH:11]=1)([OH:3])=[O:2] |f:1.2|. Procedure: 0.74 g of 2-carboethoxy-8-(4-(quinoline-2-ylmethoxy)phenoxymethyl)-4-oxo-4H-1-benzopyran and 0.7 g sodium bicarbonate are combined in 50 ml of ethanol and 5 ml of water. After refluxing for 1.5 hours the mixture is concentrated and the residue diluted with ether. The resulting solid is collected, suspended in water and the pH adjusted to 6 with 1 molar hydrochloric acid. The resulting solid is crystallized from aqueous acetic acid, then tetrahydrofuran/hexane to give 0.43 g 2-carboxy-8-(4- (quin... Starting materials: COc1ccc(C(C)C#N)cc1CNC1CCCN(C(=O)OC(C)(C)C)C1c1ccccc1, COC(=O)C#CC(C)(C)c1ccc(OC)c(C=O)c1, CC(C)(C)OC(=O)N1CCCC(N)C1c1ccccc1. Product: COC(=O)C#CC(C)(C)c1ccc(OC)c(CNC2CCCN(C(=O)OC(C)(C)C)C2c2ccccc2)c1. RXN SMILES: [C:40]([O:41][C:42]([N:43]1[CH2:44][CH2:45][CH2:46][CH:47]([NH:48][CH2:49][c:50]2[cH:51][c:52]([CH:53]([C:54]#[N:55])[CH3:56])[cH:57][cH:58][c:59]2[O:60][CH3:61])[CH:62]1[c:63]1[cH:64][cH:65][cH:66][cH:67][cH:68]1)=[O:69])([CH3:70])([CH3:71])[CH3:72].[CH3:1][C:2]([C:3]#[C:4][C:5](=[O:6])[O:7][CH3:8])([CH3:9])[c:10]1[cH:11][cH:12][c:13]([O:18][CH3:19])[c:14]([CH:15]=[O:16])[cH:17]1.[NH2:20][CH:21]1[CH:22]([c:34]2[cH:35][cH:36][cH:37][cH:38][cH:39]2)[N:23]([C:27](=[O:28])[O:29][C:30]([CH3:31])([CH3:32])[CH3:33])[CH2:24][CH2:25][CH2:26]1>>[CH3:1][C:2]([C:3]#[C:4][C:5](=[O:6])[O:7][CH3:8])([CH3:9])[c:10]1[cH:11][cH:12][c:13]([O:18][CH3:19])[c:14]([CH2:15][NH:20][CH:21]2[CH:22]([c:34]3[cH:35][cH:36][cH:37][cH:38][cH:39]3)[N:23]([C:27](=[O:28])[O:29][C:30]([CH3:31])([CH3:32])[CH3:33])[CH2:24][CH2:25][CH2:26]2)[cH:17]1.